This data is from the Open Reaction Database (ORD), a public repository of structured organic reaction records. The task is: describe an organic reaction: reactants, conditions, products, and yield Reactants: C1(=CC=CC=C1)C (toluene), FC1=CC=C(C=C1)B(O)O (4-fluorobenzeneboronic acid), C([O-])([O-])=O.[Na+].[Na+] (sodium carbonate), BrC1=CC=C(OC[C@@H](CCC=2C=NC=CC2)O)C=C1 ((2R)-1-(4-bromophenoxy)-4-(3-pyridyl)-2-butanol). Reagents/catalysts: C=1C=CC(=CC1)[P](C=2C=CC=CC2)(C=3C=CC=CC3)[Pd]([P](C=4C=CC=CC4)(C=5C=CC=CC5)C=6C=CC=CC6)([P](C=7C=CC=CC7)(C=8C=CC=CC8)C=9C=CC=CC9)[P](C=1C=CC=CC1)(C=1C=CC=CC1)C=1C=CC=CC1 (tetrakis(triphenylphosphine)palladium(0)). Run in C(C)O (ethanol). Run at temperature 110 celsius. Yields the product FC1=CC=C(C=C1)C1=CC=C(C=C1)OC[C@@H](CCC=1C=NC=CC1)O ((2R)-1-(4'-Fluorobiphenyl-4-yloxy)-4-(3-pyridyl)-2-butanol). Reaction SMILES: C1(C)C=CC=CC=1.C(=O)([O-])[O-].[Na+].[Na+].Br[C:15]1[CH:32]=[CH:31][C:18]([O:19][CH2:20][C@H:21]([OH:30])[CH2:22][CH2:23][C:24]2[CH:25]=[N:26][CH:27]=[CH:28][CH:29]=2)=[CH:17][CH:16]=1.[F:33][C:34]1[CH:39]=[CH:38][C:37](B(O)O)=[CH:36][CH:35]=1>C1C=CC([P]([Pd]([P](C2C=CC=CC=2)(C2C=CC=CC=2)C2C=CC=CC=2)([P](C2C=CC=CC=2)(C2C=CC=CC=2)C2C=CC=CC=2)[P](C2C=CC=CC=2)(C2C=CC=CC=2)C2C=CC=CC=2)(C2C=CC=CC=2)C2C=CC=CC=2)=CC=1.C(O)C>[F:33][C:34]1[CH:39]=[CH:38][C:37]([C:15]2[CH:32]=[CH:31][C:18]([O:19][CH2:20][C@H:21]([OH:30])[CH2:22][CH2:23][C:24]3[CH:25]=[N:26][CH:27]=[CH:28][CH:29]=3)=[CH:17][CH:16]=2)=[CH:36][CH:35]=1 |f:1.2.3,^1:46,48,67,86|. Procedure details: Prepared according to the method described in Example 33a) from toluene (5 ml), aqueous sodium carbonate (2 M, 1 ml), (2R)-1-(4-bromophenoxy)-4-(3-pyridyl)-2-butanol (0.25 g), ethanol (1 ml), 4-fluorobenzeneboronic acid (0.119 g) and tetrakis(triphenylphosphine)palladium(0) (22 mg) with heating at 110° C. for 4 hours. The residue obtained after work up was purified by column chromatography over silica eluting with ethyl acetate to give the title compound as a white solid after recrystallisation ...